This data is from the Open Reaction Database (ORD), a public repository of structured organic reaction records. The task is: describe an organic reaction: reactants, conditions, products, and yield The reactants are C(CCC)N(C)C(=C[N+](=O)[O-])SC (2-(N-n-butyl-N-methylamino)-2-methylthio-1-nitroethylene), N1=CC(=CC=C1)CN (pyridin-3-ylmethylamine), P(=O)(O)([O-])[O-].[Na+].[Na+] (disodium hydrogen phosphate). Solvent: C(C)O (ethanol). The product is C(CCC)N(C)C(=C[N+](=O)[O-])NCC=1C=NC=CC1 (2-(N-n-butyl-N-methylamino)-2-(pyridin-3-ylmethylamino)-1-nitroethylene). Isolated yield 55.0%. As a reaction SMILES: [CH2:1]([N:5]([C:7](SC)=[CH:8][N+:9]([O-:11])=[O:10])[CH3:6])[CH2:2][CH2:3][CH3:4].[N:14]1[CH:19]=[CH:18][CH:17]=[C:16]([CH2:20][NH2:21])[CH:15]=1.P([O-])([O-])(O)=O.[Na+].[Na+]>C(O)C>[CH2:1]([N:5]([C:7]([NH:21][CH2:20][C:16]1[CH:15]=[N:14][CH:19]=[CH:18][CH:17]=1)=[CH:8][N+:9]([O-:11])=[O:10])[CH3:6])[CH2:2][CH2:3][CH3:4] |f:2.3.4|. Reported procedure: A mixture of 5.2 g of 2-(N-n-butyl-N-methylamino)-2-methylthio-1-nitroethylene, 2.84 g of pyridin-3-ylmethylamine and 3.69 g of disodium hydrogen phosphate in 30 ml of ethanol is refluxed for 1 hour. After removing the salt by filtration, the solvent is evaporated from the solution under vacuum and the residue is chromatographed through a column of silica gel with a 95/5 mixture of ethyl acetate/methanol. The product is eluated with ethylacetate/methanol (85/15). The solvent is removed by evapor... Starting materials: II (I2), ice H2O, Cl (HCl), BrC1=NC=CC=C1O (2-bromo-3-pyridinol), C(=O)([O-])[O-].[K+].[K+] (K2CO3). The solvent is O (H2O). Run at time 2 hour. The product is BrC1=NC(=CC=C1O)I (2-Bromo-6-iodopyridin-3-ol). As a reaction SMILES: [I:1]I.[Br:3][C:4]1[C:9]([OH:10])=[CH:8][CH:7]=[CH:6][N:5]=1.C([O-])([O-])=O.[K+].[K+].Cl>O>[Br:3][C:4]1[C:9]([OH:10])=[CH:8][CH:7]=[C:6]([I:1])[N:5]=1 |f:2.3.4|. Reported procedure: Add I2 (21.0 g, 82.7 mmol) in solid form, a little at a time, in the space of 5 min, to a solution of 2-bromo-3-pyridinol (14.0 g, 80.8 mmol) and of K2CO3 (22.3 g, 161 mmol) in H2O (180 mL). Stir the reaction medium at room temperature for 2 h, then cool it (ice/H2O) to 0-5° C. and neutralize it to pH 6 by adding 2N HCl. A precipitate forms, which is filtered, washed with H2O and dried under vacuum at 70° C. to give 2 (19.48, 80.7%) in solid form, of an ivory color: 1H NMR (CDCl3) δ 7.54 (d, 1H,... The reactants are BrCc1ccncc1, CCO, COc1ccc(C(=O)N2c3ccccc3C(N(C(C)=O)c3ccc(Cl)cc3)CC2C)cc1, [H-], [Na+], CN(C)C=O. Product: CC(=O)N(c1ccc(Cl)cc1)C1CC(C)N(C(=O)c2ccc(OCc3ccncc3)cc2)c2ccccc21. Reaction SMILES: [Br:35][CH2:36][c:37]1[cH:38][cH:39][n:40][cH:41][cH:42]1.[CH3:43][CH2:44][OH:45].[Cl:1][c:2]1[cH:3][cH:4][c:5]([N:8]([C:9]([CH3:10])=[O:11])[CH:12]2[CH2:13][CH:14]([CH3:32])[N:15]([C:22]([c:23]3[cH:24][cH:25][c:26]([O:29][CH3:30])[cH:27][cH:28]3)=[O:31])[c:16]3[cH:17][cH:18][cH:19][cH:20][c:21]32)[cH:6][cH:7]1.[H-:33].[Na+:34].[O:46]=[CH:47][N:48]([CH3:49])[CH3:50]>>[Cl:1][c:2]1[cH:3][cH:4][c:5]([N:8]([C:9]([CH3:10])=[O:11])[CH:12]2[CH2:13][CH:14]([CH3:32])[N:15]([C:22]([c:23]3[cH:24][cH:25][c:26]([O:29][CH2:30][c:37]4[cH:38][cH:39][n:40][cH:41][cH:42]4)[cH:27][cH:28]3)=[O:31])[c:16]3[cH:17][cH:18][cH:19][cH:20][c:21]32)[cH:6][cH:7]1. Reactants: O1C(CCCC1)N1N=C(C(=C1)C1=C2C(=NC=C1)NC=C2)CO ([1-(oxan-2-yl)-4-{1H-pyrrolo[2,3-b]pyridin-4-yl}-1H-pyrazol-3-yl]methanol), CC(=O)OI1(C=2C=CC=CC2C(=O)O1)(OC(=O)C)OC(=O)C (Dess-Martin reagent). Solvent: ClCCl (dichloromethane). Reaction conditions: time 3 hour. Yields the product O1C(CCCC1)N1N=C(C(=C1)C1=C2C(=NC=C1)NC=C2)C=O (1-(oxan-2-yl)-4-{1H-pyrrolo[2,3-b]pyridin-4-yl}-1H-pyrazole-3-carbaldehyde). RXN SMILES: [O:1]1[CH2:6][CH2:5][CH2:4][CH2:3][CH:2]1[N:7]1[CH:11]=[C:10]([C:12]2[CH:17]=[CH:16][N:15]=[C:14]3[NH:18][CH:19]=[CH:20][C:13]=23)[C:9]([CH2:21][OH:22])=[N:8]1.CC(OI1(OC(C)=O)(OC(C)=O)OC(=O)C2C=CC=CC1=2)=O>ClCCl>[O:1]1[CH2:6][CH2:5][CH2:4][CH2:3][CH:2]1[N:7]1[CH:11]=[C:10]([C:12]2[CH:17]=[CH:16][N:15]=[C:14]3[NH:18][CH:19]=[CH:20][C:13]=23)[C:9]([CH:21]=[O:22])=[N:8]1. Reported procedure: To a stirred solution of [1-(oxan-2-yl)-4-{1H-pyrrolo[2,3-b]pyridin-4-yl}-1H-pyrazol-3-yl]methanol (5.5 g, 18.46 mmol) in dichloromethane (40 mL) was added the Dess-Martin reagent (11.7 g, 27.68 mmol). The reaction mixture was stirred at room temperature for three hours. When TLC showed completion of reaction, it was quenched with aqueous NaHCO3 (saturated, 100 mL) and extracted with ethyl acetate. The reactants are [H-].[Na+] (Sodium hydride), N1=CC=C(C=C1)N1C(NCC1)=O (1-(4-pyridyl)-2-imidazolidinone), CN(C)C=O (DMF), BrCC(=O)OC(C)(C)C (tert-butyl bromoacetate). Solvent: O (water). Run at time 30 minute. Product: O=C1N(CCN1C1=CC=NC=C1)CC(=O)OC(C)(C)C (tert-Butyl [2-oxo-3-(4-pyridyl)-1-imidazolidinyl]acetate). The yield is 66.6%. RXN SMILES: [H-].[Na+].[N:3]1[CH:8]=[CH:7][C:6]([N:9]2[CH2:13][CH2:12][NH:11][C:10]2=[O:14])=[CH:5][CH:4]=1.CN(C=O)C.Br[CH2:21][C:22]([O:24][C:25]([CH3:28])([CH3:27])[CH3:26])=[O:23]>O>[O:14]=[C:10]1[N:9]([C:6]2[CH:5]=[CH:4][N:3]=[CH:8][CH:7]=2)[CH2:13][CH2:12][N:11]1[CH2:21][C:22]([O:24][C:25]([CH3:28])([CH3:27])[CH3:26])=[O:23] |f:0.1|. Procedure: Sodium hydride (60% in oil, 0.40 g, 10.1 mmol) was added to a mixture of 1-(4-pyridyl)-2-imidazolidinone (1.5 g, 9.2 mmol) and DMF (20 ml) at 0° C., and the mixture was stirred at room temperature for 30 minutes. Successively, tert-butyl bromoacetate (2.2 g, 11.2 mmol) was added to the mixture, and the mixture was stirred at room temperature for 2 hrs. The reaction mixture was combined with water and extracted with ethyl acetate. The organic layer was washed with saturated brine and dried over m... The reactants are C(C)(=O)NC1=CC=C(C=C1)O (4-Acetamidophenol), ClC=1C=CC(=C(N)C1)[N+](=O)[O-] (5-chloro-2-nitroaniline), [H-].[Na+] (NaH), ( I ), phenyl, O=O (oxygen). The solvent is CN(C)C=O (DMF). Yields the product C(C)(=O)NC1=CC=C(OC=2C=CC(=C(N)C2)[N+](=O)[O-])C=C1 (5-(4-acetamidophenoxy)-2-nitroaniline). RXN SMILES: O=O.[C:3]([NH:6][C:7]1[CH:12]=[CH:11][C:10]([OH:13])=[CH:9][CH:8]=1)(=[O:5])[CH3:4].Cl[C:15]1[CH:16]=[CH:17][C:18]([N+:22]([O-:24])=[O:23])=[C:19]([CH:21]=1)[NH2:20].[H-].[Na+]>CN(C=O)C>[C:3]([NH:6][C:7]1[CH:12]=[CH:11][C:10]([O:13][C:15]2[CH:16]=[CH:17][C:18]([N+:22]([O-:24])=[O:23])=[C:19]([CH:21]=2)[NH2:20])=[CH:9][CH:8]=1)(=[O:5])[CH3:4] |f:3.4|. Procedure: Compounds of Formula (I), wherein R3 is —C(O)OCH3, A is phenyl, and X and Z are oxygen, D and T are CH, M is C, Q is N(R7)p, either p or q is 1, and the other is 0, can be prepared according to the synthetic sequence shown in Scheme 1 and further detailed in the Examples section following. 4-Acetamidophenol (1) in DMF is reacted with 5-chloro-2-nitroaniline (2) in the presence of 60% NaH to provide 5-(4-acetamidophenoxy)-2-nitroaniline (3). The nitroaniline (3) is then refluxed with Na2S2O4 to p... Reactants: C(C)(C)(C)NS(=O)(=O)C=1C=NN2C1N=CC(=C2NC2=C(C=CC(=C2)C(F)(F)F)Cl)C(=O)OCC (Ethyl 3-(N-tert-butylsulfamoyl)-7-(2-chloro-5-trifluoromethylphenylamino)pyrazolo[1,5-a]pyrimidine-6-carboxylate), FC1=CC=C(C=C1)C1CCNCC1 (4-(4-fluorophenyl)piperidine). The product is C(C)(C)(C)NS(=O)(=O)C=1C=NN2C1N=CC(=C2NC2=C(C=CC(=C2)C(F)(F)F)Cl)C(=O)N2CCC(CC2)C2=CC=C(C=C2)F (N-tert-butyl-7-(2-chloro-5-trifluoromethylphenylamino)-6-[4-(4-fluorophenyl)piperidine-1-carbonyl]pyrazolo[1,5-a]pyrimidine-3-sulfonamide). Isolated yield 73.0%. Reaction SMILES: [C:1]([NH:5][S:6]([C:9]1[CH:10]=[N:11][N:12]2[C:17]([NH:18][C:19]3[CH:24]=[C:23]([C:25]([F:28])([F:27])[F:26])[CH:22]=[CH:21][C:20]=3[Cl:29])=[C:16]([C:30]([O:32]CC)=O)[CH:15]=[N:14][C:13]=12)(=[O:8])=[O:7])([CH3:4])([CH3:3])[CH3:2].[F:35][C:36]1[CH:41]=[CH:40][C:39]([CH:42]2[CH2:47][CH2:46][NH:45][CH2:44][CH2:43]2)=[CH:38][CH:37]=1>>[C:1]([NH:5][S:6]([C:9]1[CH:10]=[N:11][N:12]2[C:17]([NH:18][C:19]3[CH:24]=[C:23]([C:25]([F:26])([F:27])[F:28])[CH:22]=[CH:21][C:20]=3[Cl:29])=[C:16]([C:30]([N:45]3[CH2:46][CH2:47][CH:42]([C:39]4[CH:38]=[CH:37][C:36]([F:35])=[CH:41][CH:40]=4)[CH2:43][CH2:44]3)=[O:32])[CH:15]=[N:14][C:13]=12)(=[O:8])=[O:7])([CH3:4])([CH3:2])[CH3:3]. Procedure details: Using ethyl 3-(N-tert-butylsulfamoyl)-7-(2-chloro-5-trifluoromethylphenylamino)pyrazolo[1,5-a]pyrimidine-6-carboxylate (2.87 g, 5.52 mmol) obtained in step 3 and 4-(4-fluorophenyl)piperidine (1.37 g, 7.62 mmol) instead of 4-phenylpiperidine, and in the same manner as in Example 1 step 4, the title compound (2.63 g, 79%) was obtained. Starting materials: Br, COc1cccc2ccc(C(F)(F)F)nc12, [Na+], [OH-], O. Product: Oc1cccc2ccc(C(F)(F)F)nc12. RXN SMILES: [BrH:20].[CH3:1][O:2][c:3]1[cH:4][cH:5][cH:6][c:7]2[cH:8][cH:9][c:10]([C:13]([F:14])([F:15])[F:16])[n:11][c:12]12.[Na+:19].[OH-:18].[OH2:17]>>[OH:2][c:3]1[cH:4][cH:5][cH:6][c:7]2[cH:8][cH:9][c:10]([C:13]([F:14])([F:15])[F:16])[n:11][c:12]12.